Dataset: the Open Reaction Database (ORD), a public repository of structured organic reaction records. Task: describe an organic reaction: reactants, conditions, products, and yield The reactants are C(C)C=1C(NC(NC1C(C1=CC(=CC(=C1)C)C)=O)=O)=O (5-Ethyl-6-(3,5-dimethylbenzoyl)-2,4-pyrimidinedione), C(#N)C1=C(CBr)C=CC=C1 (2-cyanobenzyl bromide). The product is C(#N)C1=C(CN2C(NC(C(=C2C(C2=CC(=CC(=C2)C)C)=O)CC)=O)=O)C=CC=C1 (1-(2-Cyanobenzyl)-5-ethyl-6-(3,5-dimethylbenzoyl)-2,4-pyrimidinedione). Isolated yield 51.4%. As a reaction SMILES: [CH2:1]([C:3]1[C:4](=[O:20])[NH:5][C:6](=[O:19])[NH:7][C:8]=1[C:9](=[O:18])[C:10]1[CH:15]=[C:14]([CH3:16])[CH:13]=[C:12]([CH3:17])[CH:11]=1)[CH3:2].[C:21]([C:23]1[CH:30]=[CH:29][CH:28]=[CH:27][C:24]=1[CH2:25]Br)#[N:22]>>[C:21]([C:23]1[CH:30]=[CH:29][CH:28]=[CH:27][C:24]=1[CH2:25][N:7]1[C:8]([C:9](=[O:18])[C:10]2[CH:11]=[C:12]([CH3:17])[CH:13]=[C:14]([CH3:16])[CH:15]=2)=[C:3]([CH2:1][CH3:2])[C:4](=[O:20])[NH:5][C:6]1=[O:19])#[N:22]. Procedure: 5-Ethyl-6-(3,5-dimethylbenzoyl)-2,4-pyrimidinedione and 2-cyanobenzyl bromide were reacted by the same way with the example 1 to obtain the titled compound (199 mg, yield: 51.4%). The reactants are Compound II, C(C1=CC=CC=C1)NC(NOCC(=O)O)=O (2-(3-benzylureidooxy)acetic acid), N[C@H](C(=O)N(CC=1C=CC=C2C=CC=NC12)[C@H](C(OCC)OCC)C)C ((S)-2-amino-N—((S)-1,1-diethoxypropan-2-yl)-N-(quinolin-8-ylmethyl)propanamide). The product is C(C1=CC=CC=C1)NC(=O)NOCC(=O)N[C@H](C(=O)N(CC=1C=CC=C2C=CC=NC12)[C@H](C(OCC)OCC)C)C (1-benzyl-3-(2-((S)-1-(((S)-1,1-diethoxypropan-2-yl)(quinolin-8-ylmethyl)amino)-1-oxopropan-2-ylamino)-2-oxoethoxy)urea). RXN SMILES: [CH2:1]([NH:8][C:9](=[O:16])[NH:10][O:11][CH2:12][C:13]([OH:15])=O)[C:2]1[CH:7]=[CH:6][CH:5]=[CH:4][CH:3]=1.[NH2:17][C@@H:18]([CH3:42])[C:19]([N:21]([C@@H:33]([CH3:41])[CH:34]([O:38][CH2:39][CH3:40])[O:35][CH2:36][CH3:37])[CH2:22][C:23]1[CH:24]=[CH:25][CH:26]=[C:27]2[C:32]=1[N:31]=[CH:30][CH:29]=[CH:28]2)=[O:20]>>[CH2:1]([NH:8][C:9]([NH:10][O:11][CH2:12][C:13]([NH:17][C@@H:18]([CH3:42])[C:19]([N:21]([C@@H:33]([CH3:41])[CH:34]([O:38][CH2:39][CH3:40])[O:35][CH2:36][CH3:37])[CH2:22][C:23]1[CH:24]=[CH:25][CH:26]=[C:27]2[C:32]=1[N:31]=[CH:30][CH:29]=[CH:28]2)=[O:20])=[O:15])=[O:16])[C:2]1[CH:3]=[CH:4][CH:5]=[CH:6][CH:7]=1. Procedure details: According to the procedure described in the synthesis method of Compound II-15, 2-(3-benzylureidooxy)acetic acid (Compound VI-1) 94 mg (0.42 mmol) was coupled with (S)-2-amino-N—((S)-1,1-diethoxypropan-2-yl)-N-(quinolin-8-ylmethyl)propanamide (Compound IV-11) 100 mg (0.28 mmol) to obtain the title compound.